Dataset: the Open Reaction Database (ORD), a public repository of structured organic reaction records. Task: describe an organic reaction: reactants, conditions, products, and yield Starting materials: O=C1CCC(=O)N1Br, O=C(OOC(=O)c1ccccc1)c1ccccc1, ClC(Cl)(Cl)Cl, Cc1ccc(-c2nc3ccccc3s2)nc1. Yields the product BrCc1ccc(-c2nc3ccccc3s2)nc1. As a reaction SMILES: [Br:17][N:18]1[C:19](=[O:20])[CH2:21][CH2:22][C:23]1=[O:24].[C:25]([O:26][O:27][C:28](=[O:29])[c:30]1[cH:31][cH:32][cH:33][cH:34][cH:35]1)(=[O:36])[c:37]1[cH:38][cH:39][cH:40][cH:41][cH:42]1.[C:43]([Cl:44])([Cl:45])([Cl:46])[Cl:47].[s:1]1[c:2](-[c:10]2[n:11][cH:12][c:13]([CH3:16])[cH:14][cH:15]2)[n:3][c:4]2[c:5]1[cH:6][cH:7][cH:8][cH:9]2>>[s:1]1[c:2](-[c:10]2[n:11][cH:12][c:13]([CH2:16][Br:17])[cH:14][cH:15]2)[n:3][c:4]2[c:5]1[cH:6][cH:7][cH:8][cH:9]2. The reactants are Cl (hydrochloride), C(OC)([O-])=O.[Mg+2].COC([O-])=O (magnesium methyl carbonate), CC(=O)C=1N(C=CC1)C1=C(C=CC=C1CC)CC (1-(2,6-diethylphenyl)pyrrol-2-yl methyl ketone), N=1CCCCC1 (2,3,4,5-tetrahydropyridine). Run in CN(C=O)C (dimethylformamide), CO (methyl alcohol). Reaction conditions: temperature 120 celsius, time 4 hour. Product: N1C(CCCC1)CC(=O)C=1N(C=CC1)C1=C(C=CC=C1CC)CC (1-(2,6-Diethylphenyl)pyrrol-2-yl 2-piperidylmethyl ketone). The yield is 30.0%. As a reaction SMILES: C(=O)([O-])OC.[Mg+2].COC(=O)[O-].[CH3:12][C:13]([C:15]1[N:16]([C:20]2[C:25]([CH2:26][CH3:27])=[CH:24][CH:23]=[CH:22][C:21]=2[CH2:28][CH3:29])[CH:17]=[CH:18][CH:19]=1)=[O:14].[N:30]1[CH2:31][CH2:32][CH2:33][CH2:34][CH:35]=1.Cl>CO.CN(C)C=O>[NH:30]1[CH2:31][CH2:32][CH2:33][CH2:34][CH:35]1[CH2:12][C:13]([C:15]1[N:16]([C:20]2[C:25]([CH2:26][CH3:27])=[CH:24][CH:23]=[CH:22][C:21]=2[CH2:28][CH3:29])[CH:17]=[CH:18][CH:19]=1)=[O:14] |f:0.1.2|. Procedure details: A mixture of 186 g (0.5 mole) of magnesium methyl carbonate reagent (2.69 millimoles/g) and 300 ml of dry dimethylformamide are heated to 120°C. under an atmosphere of carbon dioxide. The compound 1-(2,6-diethylphenyl)pyrrol-2-yl methyl ketone, 36.1 g (0.15 mole), is added and the mixture stirred at 120°C. for a period of 4 hours under a stream of nitrogen to form the chelate, allowing the methyl alcohol that forms to escape. The mixture is cooled to room temperature under an atmosphere of carbo... Reactants: ClC1=C(C(=O)OC(C)C)C=C(C(=C1)F)N=C=O (isopropyl 2-chloro-4-fluoro-5-isocyanatobenzoate), NC=1OCCC1C(=O)OCC (ethyl 2-amino-4,5-dihydrofuran-3-carboxylate). The product is ClC1=C(C(=O)OC(C)C)C=C(C(=C1)F)NC(=O)NC=1OCCC1C(=O)OCC (isopropyl 2-chloro-4-fluoro-5-{3-[3-(ethoxycarbonyl)-4,5-dihydro-furan-2-yl]ureido}-benzoate). Reaction SMILES: [Cl:1][C:2]1[CH:13]=[C:12]([F:14])[C:11]([N:15]=[C:16]=[O:17])=[CH:10][C:3]=1[C:4]([O:6][CH:7]([CH3:9])[CH3:8])=[O:5].[NH2:18][C:19]1[O:20][CH2:21][CH2:22][C:23]=1[C:24]([O:26][CH2:27][CH3:28])=[O:25]>>[Cl:1][C:2]1[CH:13]=[C:12]([F:14])[C:11]([NH:15][C:16]([NH:18][C:19]2[O:20][CH2:21][CH2:22][C:23]=2[C:24]([O:26][CH2:27][CH3:28])=[O:25])=[O:17])=[CH:10][C:3]=1[C:4]([O:6][CH:7]([CH3:8])[CH3:9])=[O:5]. Procedure details: using isopropyl 2-chloro-4-fluoro-5-isocyanatobenzoate and ethyl 2-amino-4,5-dihydrofuran-3-carboxylate there is obtained isopropyl 2-chloro-4-fluoro-5-{3-[3-(ethoxycarbonyl)-4,5-dihydro-furan-2-yl]ureido}-benzoate. Yields the product COc1ccc2c(c1)CCC1CCNC(=O)C(CCNC(C)C)=C21. Starting materials: COc1ccc2c(c1)CCC1CCNC(=O)C(CC(=O)NC(C)C)=C21, Cl, C1CCOC1. Reaction SMILES: [CH3:1][O:2][c:3]1[cH:4][c:5]2[c:23]([cH:24][cH:25]1)[C:9]1=[C:10]([CH2:16][C:17](=[O:18])[NH:19][CH:20]([CH3:21])[CH3:22])[C:11](=[O:15])[NH:12][CH2:13][CH2:14][CH:8]1[CH2:7][CH2:6]2.[ClH:26].[O:27]1[CH2:28][CH2:29][CH2:30][CH2:31]1>>[CH3:1][O:2][c:3]1[cH:4][c:5]2[c:23]([cH:24][cH:25]1)[C:9]1=[C:10]([CH2:16][CH2:17][NH:19][CH:20]([CH3:21])[CH3:22])[C:11](=[O:15])[NH:12][CH2:13][CH2:14][CH:8]1[CH2:7][CH2:6]2. Starting materials: C1CCOC1, CCCC[N+](CCCC)(CCCC)CCCC, [F-], NCCN, COCCN(C)c1nn(COCC[Si](C)(C)C)c2ccc(C3OCCCO3)cc12. Product: COCCN(C)c1n[nH]c2ccc(C3OCCCO3)cc12. Reaction SMILES: [CH2:52]1[O:53][CH2:54][CH2:55][CH2:56]1.[CH3:31][CH2:32][CH2:33][CH2:34][N+:35]([CH2:36][CH2:37][CH2:38][CH3:39])([CH2:40][CH2:41][CH2:42][CH3:43])[CH2:44][CH2:45][CH2:46][CH3:47].[F-:30].[NH2:48][CH2:49][CH2:50][NH2:51].[O:1]1[CH:2]([c:7]2[cH:8][c:9]3[c:10]([N:24]([CH3:25])[CH2:26][CH2:27][O:28][CH3:29])[n:11][n:12]([CH2:16][O:17][CH2:18][CH2:19][Si:20]([CH3:21])([CH3:22])[CH3:23])[c:13]3[cH:14][cH:15]2)[O:3][CH2:4][CH2:5][CH2:6]1>>[O:1]1[CH:2]([c:7]2[cH:8][c:9]3[c:10]([N:24]([CH3:25])[CH2:26][CH2:27][O:28][CH3:29])[n:11][nH:12][c:13]3[cH:14][cH:15]2)[O:3][CH2:4][CH2:5][CH2:6]1.